This data is from the Open Reaction Database (ORD), a public repository of structured organic reaction records. The task is: describe an organic reaction: reactants, conditions, products, and yield The product is NCCCCSc1ccncc1. Reaction SMILES: [BH3:13].[O:14]1[CH2:15][CH2:16][CH2:17][CH2:18]1.[n:1]1[cH:2][cH:3][c:4]([S:7][CH2:8][CH2:9][CH2:10][C:11]#[N:12])[cH:5][cH:6]1>>[n:1]1[cH:2][cH:3][c:4]([S:7][CH2:8][CH2:9][CH2:10][CH2:11][NH2:12])[cH:5][cH:6]1. Reactants: B, C1CCOC1, N#CCCCSc1ccncc1.